From a dataset of the Open Reaction Database (ORD), a public repository of structured organic reaction records. describe an organic reaction: reactants, conditions, products, and yield The reactants are ClCC(=O)NC=1SC=C(N1)C(C(=O)NC(C(=O)NC1C(N(C1)S(=O)(=O)[O-])=O)C=1N=C(SC1)NC(CCl)=O)=NOC.[Na+] (sodium 3-[2-[2-(2-chloroacetamido-4-thiazolyl)-2-methoxyiminoacetamido]-2-(2-chloroacetamido-4-thiazolyl)acetamido]-2-oxoazetidine-1-sulfonate), CNC([S-])=S.[Na+] (sodium N-methyldithiocarbamate). Solvent: O (water). Product: NC=1SC=C(N1)C(C(=O)NC(C(=O)NC1C(N(C1)S(=O)(=O)[O-])=O)C=1N=C(SC1)N)=NOC.[Na+] (sodium 3-[2-[2-(2-amino-4-thiazolyl)-2-methoxyiminoacetamido]-2-(2-amino-4-thiazolyl)acetamido]-2-oxoazetidine-1-sulfonate). The yield is 63.3%. Reaction SMILES: ClCC([NH:5][C:6]1[S:7][CH:8]=[C:9]([C:11](=[N:38][O:39][CH3:40])[C:12]([NH:14][CH:15]([C:28]2[N:29]=[C:30]([NH:33]C(=O)CCl)[S:31][CH:32]=2)[C:16]([NH:18][CH:19]2[CH2:22][N:21]([S:23]([O-:26])(=[O:25])=[O:24])[C:20]2=[O:27])=[O:17])=[O:13])[N:10]=1)=O.[Na+:41].CNC(=S)[S-].[Na+]>O>[NH2:5][C:6]1[S:7][CH:8]=[C:9]([C:11](=[N:38][O:39][CH3:40])[C:12]([NH:14][CH:15]([C:28]2[N:29]=[C:30]([NH2:33])[S:31][CH:32]=2)[C:16]([NH:18][CH:19]2[CH2:22][N:21]([S:23]([O-:26])(=[O:24])=[O:25])[C:20]2=[O:27])=[O:17])=[O:13])[N:10]=1.[Na+:41] |f:0.1,2.3,5.6|. Procedure: In 3 ml of water is dissolved 0.204 g of the above sodium 3-[2-[2-(2-chloroacetamido-4-thiazolyl)-2-methoxyiminoacetamido]-2-(2-chloroacetamido-4-thiazolyl)acetamido]-2-oxoazetidine-1-sulfonate (syn-isomer) and while the solution is stirred under ice-cooling, 0.085 g of sodium N-methyldithiocarbamate is added. The mixture is stirred for an hour, after which the insoluble matter is filtered off. The filtrate is purified by Amberlite, XAD-II chromatography to provide 0.1 g of sodium 3-[2-[2-(2-ami... The reactants are C1(=CC=CC=C1)CCCN1CCN(CC1)CCO (4-(3-phenylpropyl)-1-piperazine-ethanol), FC1=CC=C(C=C1)C(C1=CSC=C1)Cl ((4-fluorophenyl)-(3-thienyl)methyl chloride), C([O-])([O-])=O.[K+].[K+] (potassium carbonate). Run in C1(=CC=CC=C1)C (toluene), C1(=CC=CC=C1)C (toluene). The product is FC1=CC=C(C=C1)C(OCCN1CCN(CC1)CCCC1=CC=CC=C1)C1=CSC=C1 (1-[2-((4-fluorophenyl)-(3-thienyl)methoxy)ethyl]-4-(3-phenylpropyl)piperazine). RXN SMILES: [C:1]1([CH2:7][CH2:8][CH2:9][N:10]2[CH2:15][CH2:14][N:13]([CH2:16][CH2:17][OH:18])[CH2:12][CH2:11]2)[CH:6]=[CH:5][CH:4]=[CH:3][CH:2]=1.[F:19][C:20]1[CH:25]=[CH:24][C:23]([CH:26](Cl)[C:27]2[CH:31]=[CH:30][S:29][CH:28]=2)=[CH:22][CH:21]=1.C(=O)([O-])[O-].[K+].[K+]>C1(C)C=CC=CC=1>[F:19][C:20]1[CH:21]=[CH:22][C:23]([CH:26]([C:27]2[CH:31]=[CH:30][S:29][CH:28]=2)[O:18][CH2:17][CH2:16][N:13]2[CH2:12][CH2:11][N:10]([CH2:9][CH2:8][CH2:7][C:1]3[CH:6]=[CH:5][CH:4]=[CH:3][CH:2]=3)[CH2:15][CH2:14]2)=[CH:24][CH:25]=1 |f:2.3.4|. Reported procedure: A mixture of 1.1 g (0.0044 mol) 4-(3-phenylpropyl)-1-piperazine-ethanol, 1.0 g (0.0044 mol)(4-fluorophenyl)-(3-thienyl)methyl chloride (as prepared in step A), 1.22 g (0.0088 mol) potassium carbonate and 50 ml toluene was stirred and heated to reflux for 16 h. The reaction mixture was cooled, diluted with toluene and washed with water. The toluene layer was then extracted with 10% tartaric acid. The aqueous phase was separated and rendered basic by addition of 4N sodium hydroxide in excess and e... The reactants are C(C)NN (ethyl hydrazine), C(C)#N (acetonitrile), C(C)(C)(C)OC(=O)N1CCC(CC1)C(CC(CC1=CC=CC=C1)=O)=O (1-(1-(t-butoxycarbonyl)piperidin-4-yl)-4-phenylbutane-1,3-dione), C(C)NN (ethyl hydrazine). Run in O (water). Run at temperature 19 celsius, time 1 hour. Yields the product C(C)(C)(C)OC(=O)N1CCC(CC1)C1=CC(=NN1CC)CC1=CC=CC=C1 (1-(t-Butoxycarbonyl)-4-(3-benzyl-1-ethyl-(1H)-pyrazol-5-yl)piperidine). Reaction SMILES: C(#N)C.[C:4]([O:8][C:9]([N:11]1[CH2:16][CH2:15][CH:14]([C:17](=O)[CH2:18][C:19](=O)[CH2:20][C:21]2[CH:26]=[CH:25][CH:24]=[CH:23][CH:22]=2)[CH2:13][CH2:12]1)=[O:10])([CH3:7])([CH3:6])[CH3:5].[CH2:29]([NH:31][NH2:32])[CH3:30]>O>[C:4]([O:8][C:9]([N:11]1[CH2:16][CH2:15][CH:14]([C:17]2[N:31]([CH2:29][CH3:30])[N:32]=[C:19]([CH2:20][C:21]3[CH:26]=[CH:25][CH:24]=[CH:23][CH:22]=3)[CH:18]=2)[CH2:13][CH2:12]1)=[O:10])([CH3:7])([CH3:6])[CH3:5]. Reported procedure: A 100 L cylindrical flask with a bottom valve was equipped with a mechanical stirrer, internal heating coil, 5 L dropping funnel, and thermocouple was charged with the acetonitrile (39 L) and 1-(1-(t-butoxycarbonyl)piperidin-4-yl)-4-phenylbutane-1,3-dione 4 (3.00 Kg, 8.68 mol). To the resulting clear light yellow solution was added water (18.6 l). The mixture was warmed to 19° C. and the mixture became clear. An ethyl hydrazine solution (35% in water, 1.66 Kg, 1.71 L, 9.55 mol) was added via a d... RXN SMILES: [CH3:31][CH2:32][O:33][C:34](=[O:35])[CH3:36].[CH:20]([N-:21][CH:22]([CH3:23])[CH3:24])([CH3:25])[CH3:26].[CH:28]([CH3:29])=[O:30].[Cl:1][c:2]1[n:3][cH:4][c:5]2[c:6]([n:19]1)[N:7]([CH:14]1[CH2:15][CH2:16][CH2:17][CH2:18]1)[CH2:8][CH2:9][C:10](=[O:13])[N:11]2[CH3:12].[Li+:27].[O:37]1[CH2:38][CH2:39][CH2:40][CH2:41]1>>[Cl:1][c:2]1[n:3][cH:4][c:5]2[c:6]([n:19]1)[N:7]([CH:14]1[CH2:15][CH2:16][CH2:17][CH2:18]1)[CH2:8][CH:9]([CH:28]([CH3:29])[OH:30])[C:10](=[O:13])[N:11]2[CH3:12]. Starting materials: CCOC(C)=O, CC(C)[N-]C(C)C, CC=O, CN1C(=O)CCN(C2CCCC2)c2nc(Cl)ncc21, [Li+], C1CCOC1. The product is CC(O)C1CN(C2CCCC2)c2nc(Cl)ncc2N(C)C1=O.